This data is from the Open Reaction Database (ORD), a public repository of structured organic reaction records. The task is: describe an organic reaction: reactants, conditions, products, and yield Reactants: ClC1=C2C(NC=NC2=CC(=C1)I)=O (5-chloro-7-iodo-3H-quinazolin-4-one), CCN(C(C)C)C(C)C (DIPEA), O=P(Cl)(Cl)Cl (POCl3). The solvent is C1(=CC=CC=C1)C (toluene). Run at time 1 hour. Product: ClC1=NC=NC2=CC(=CC(=C12)Cl)I (4,5-dichloro-7-iodo-quinazoline). As a reaction SMILES: [Cl:1][C:2]1[CH:11]=[C:10]([I:12])[CH:9]=[C:8]2[C:3]=1[C:4](=O)[NH:5][CH:6]=[N:7]2.CCN(C(C)C)C(C)C.O=P(Cl)(Cl)[Cl:25]>C1(C)C=CC=CC=1>[Cl:25][C:4]1[C:3]2[C:8](=[CH:9][C:10]([I:12])=[CH:11][C:2]=2[Cl:1])[N:7]=[CH:6][N:5]=1. Reported procedure: To a mixture of 0.4 g (1.27 mmol) 5-chloro-7-iodo-3H-quinazolin-4-one, 0.5 ml (3.18 mmol) DIPEA and toluene, 0.3 ml (2.8 mmol) POCl3 is added dropwise and stirred at RT for 1 h, the heated to 90° C. for 1.5 h. After cooling to RT the solvent is evaporated giving rise to crude 4,5-dichloro-7-iodo-quinazoline. Reactants: BrC=1C=C2C=3N(C(C(NC3C1)=O)=O)C(C2)C(=O)OC (8-bromo-5-methoxycarbonyl-5,6-dihydro-1H-pyrrolo[1,2,3-de]quinoxaline-2,3-dione), Cl (HCl), [OH-].[Na+] (NaOH). The solvent is C1CCOC1 (THF), CO (methanol). Reaction conditions: time 12 hour. Product: BrC=1C=C2C=3N(C(C(NC3C1)=O)=O)C(C2)C(=O)O (8-Bromo-5-carboxy-5,6-dihydro-1H-pyrrolo[1,2,3-de]quinoxaline-2,3-dione). Yield: 108.3%. As a reaction SMILES: [Br:1][C:2]1[CH:3]=[C:4]2[CH2:15][CH:14]([C:16]([O:18]C)=[O:17])[N:6]3[C:7](=[O:13])[C:8](=[O:12])[NH:9][C:10]([CH:11]=1)=[C:5]23.[OH-].[Na+].Cl>C1COCC1.CO>[Br:1][C:2]1[CH:3]=[C:4]2[CH2:15][CH:14]([C:16]([OH:18])=[O:17])[N:6]3[C:7](=[O:13])[C:8](=[O:12])[NH:9][C:10]([CH:11]=1)=[C:5]23 |f:1.2|. Procedure: To a solution of 8-bromo-5-methoxycarbonyl-5,6-dihydro-1H-pyrrolo[1,2,3-de]quinoxaline-2,3-dione (256 mg, 0.76 mmol) in a mixture of THF (5 mL) and methanol (5 mL) was added aqueous 1N NaOH (2.5 mL) and the mixture was stirred for 12 h at room temperature. Aqueous 1N HCl was added and the resulting mixture was concentrated to ca. 5 mL. The precipitates formed were collected by filtration, washed with distilled water, and dried in vacuo to give 256 mg of the title compound (quant): mp 285° C. (de... The reactants are C(C=C)C=1N=CC(=NC1)N (5-allylpyrazin-2-amine), [BH4-].[Na+] (NaBH4), C(C)O (ethanol), [NH4+].[Cl-] (NH4Cl). The solvent is C(Cl)Cl (DCM). Reaction conditions: time 1 hour. Yields the product NC=1N=CC(=NC1)CCO (2-(5-aminopyrazin-2-yl)ethanol). RXN SMILES: [CH2:1]([C:4]1[N:5]=[CH:6][C:7]([NH2:10])=[N:8][CH:9]=1)[CH:2]=C.[BH4-].[Na+].[NH4+].[Cl-].C([OH:17])C>C(Cl)Cl>[NH2:10][C:7]1[N:8]=[CH:9][C:4]([CH2:1][CH2:2][OH:17])=[N:5][CH:6]=1 |f:1.2,3.4|. Procedure: 5-allylpyrazin-2-amine (180 mg, 1.332 mmol) in DCM (26.6 mL) was cooled down to −78° C., then Ozone was bubbled through for 10 min until the solution turned to blue color. Then Nitrogen was purged through for 5 min. NaBH4 (151 mg, 4.00 mmol) in ethanol (10 mL) was added slowly, The reaction mixture was allowed to return to room temperature. After 1 h, Sat. NH4Cl was added slowly, the reaction mixture was then extracted by CHCl3/IPA (7:3) (3 times), the organic was dried and concentrated to yield... Reactants: C(=O)(O)[O-].[Na+] (NaHCO3), NC(CCCC(=O)OC)C1=C(C=CC=C1OC)OC (methyl 5-amino-5-(2,6-dimethoxyphenyl)pentanoate), CCN(C(C)C)C(C)C (DIPEA), N1=CC(=CC2=CC=CC=C12)C=O (quinoline-3-carbaldehyde), [BH-](OC(=O)C)(OC(=O)C)OC(=O)C.[Na+] (NaBH(OAc)3). Run in C(Cl)Cl (DCM), ClCCCl (DCE). Reaction conditions: time 45 minute. The product is COC1=C(C(=CC=C1)OC)C(CCCC(=O)OC)NCC=1C=NC2=CC=CC=C2C1 (methyl 5-(2,6-dimethoxyphenyl)-5-((quinolin-3-ylmethyl)amino)-pentanoate). Reaction SMILES: [NH2:1][CH:2]([C:10]1[C:15]([O:16][CH3:17])=[CH:14][CH:13]=[CH:12][C:11]=1[O:18][CH3:19])[CH2:3][CH2:4][CH2:5][C:6]([O:8][CH3:9])=[O:7].CCN(C(C)C)C(C)C.[N:29]1[C:38]2[C:33](=[CH:34][CH:35]=[CH:36][CH:37]=2)[CH:32]=[C:31]([CH:39]=O)[CH:30]=1.[BH-](OC(C)=O)(OC(C)=O)OC(C)=O.[Na+].C([O-])(O)=O.[Na+]>ClCCCl.C(Cl)Cl>[CH3:19][O:18][C:11]1[CH:12]=[CH:13][CH:14]=[C:15]([O:16][CH3:17])[C:10]=1[CH:2]([NH:1][CH2:39][C:31]1[CH:30]=[N:29][C:38]2[C:33]([CH:32]=1)=[CH:34][CH:35]=[CH:36][CH:37]=2)[CH2:3][CH2:4][CH2:5][C:6]([O:8][CH3:9])=[O:7] |f:3.4,5.6|. Reported procedure: A solution of the chlorhydrate salt of methyl 5-amino-5-(2,6-dimethoxyphenyl)pentanoate (1.177 g; 3.87 mmol; 1.0 equiv.) in anh. DCE (24 ml) was treated successively with DIPEA (1.35 ml; 7.75 mmol; 2.0 equiv.), quinoline-3-carbaldehyde (609 mg; 3.87 mmol; 1.0 equiv.), and NaBH(OAc)3 (1.150 g; 5.42 mmol; 1.4 equiv.). The resulting beige heterogeneous mixture was further stirred at rt, under nitrogen, for 2 h 45 min. DCM (50 ml) and a solution of aq. sat. NaHCO3 (35 ml) were then added. The organi... Starting materials: C(#N)C1=CC=C(C=C1)NN1C=NN=C1 (4-[N-(4-cyanophenyl)amino]-4H-1,2,4-triazole), BrCC1=CC=C(C(=O)OC)C=C1 (methyl 4-bromomethylbenzoate). Yields the product C(#N)C1=CC=C(C=C1)N(CC1=CC=C(C=C1)C(=O)OC)N1C=NN=C1 (4-[N-(4-cyanophenyl)-N-(4-methoxycarbonylbenzyl)-amino]-4H-1,2,4-triazole). Reaction SMILES: [C:1]([C:3]1[CH:8]=[CH:7][C:6]([NH:9][N:10]2[CH:14]=[N:13][N:12]=[CH:11]2)=[CH:5][CH:4]=1)#[N:2].Br[CH2:16][C:17]1[CH:26]=[CH:25][C:20]([C:21]([O:23][CH3:24])=[O:22])=[CH:19][CH:18]=1>>[C:1]([C:3]1[CH:4]=[CH:5][C:6]([N:9]([N:10]2[CH:11]=[N:12][N:13]=[CH:14]2)[CH2:16][C:17]2[CH:18]=[CH:19][C:20]([C:21]([O:23][CH3:24])=[O:22])=[CH:25][CH:26]=2)=[CH:7][CH:8]=1)#[N:2]. Procedure details: Starting Compounds: 4-[N-(4-cyanophenyl)amino]-4H-1,2,4-triazole and methyl 4-bromomethylbenzoate The reactants are ClC1=C(C(=O)O)C=CC(=C1)NC(=O)C1=CC=C2CCN(C2=C1)S(=O)(=O)C1=CC(=CC(=C1)Cl)Cl (2-Chloro-4-{[1-(3,5-dichloro-benzenesulfonyl)-2,3-dihydro-1H-indole-6-carbonyl]-amino}-benzoic acid), ClC=1C=C(C=C(C1)Cl)S(=O)(=O)Cl (3,5-dichloro-benzenesulfonyl chloride). The product is COC(C1=C(C=C(C=C1)NC(=O)C1=CC=C2CCN(C2=C1)S(=O)(=O)C1=CC(=CC(=C1)Cl)Cl)Cl)=O (2-chloro-4-{[1-(3,5-dichloro-benzenesulfonyl)-2,3-dihydro-1H-indole-6-carbonyl]-amino}-benzoic acid methyl ester). As a reaction SMILES: [Cl:1][C:2]1[CH:10]=[C:9]([NH:11][C:12]([C:14]2[CH:22]=[C:21]3[C:17]([CH2:18][CH2:19][N:20]3[S:23]([C:26]3[CH:31]=[C:30]([Cl:32])[CH:29]=[C:28]([Cl:33])[CH:27]=3)(=[O:25])=[O:24])=[CH:16][CH:15]=2)=[O:13])[CH:8]=[CH:7][C:3]=1[C:4]([OH:6])=[O:5].Cl[C:35]1C=C(S(Cl)(=O)=O)C=C(Cl)C=1>>[CH3:35][O:5][C:4](=[O:6])[C:3]1[CH:7]=[CH:8][C:9]([NH:11][C:12]([C:14]2[CH:22]=[C:21]3[C:17]([CH2:18][CH2:19][N:20]3[S:23]([C:26]3[CH:31]=[C:30]([Cl:32])[CH:29]=[C:28]([Cl:33])[CH:27]=3)(=[O:25])=[O:24])=[CH:16][CH:15]=2)=[O:13])=[CH:10][C:2]=1[Cl:1]. Procedure: 2-Chloro-4-{[1-(3,5-dichloro-benzenesulfonyl)-2,3-dihydro-1H-indole-6-carbonyl]-amino}-benzoic acid, m/z (ES+): 525.21 (M+H+.), was prepared in analogy to example 1, steps 1 to 5. Step 4 was performed using 3,5-dichloro-benzenesulfonyl chloride and yielded 2-chloro-4-{[1-(3,5-dichloro-benzenesulfonyl)-2,3-dihydro-1H-indole-6-carbonyl]-amino}-benzoic acid methyl ester, which was hydrolyzed in step 5. Reactants: CC(C)c1noc(N2CCC(C(C)OS(C)(=O)=O)CC2)n1, CSc1ccc(-c2cnc(O)cn2)c(F)c1, [K+], [K+], O=C([O-])[O-], CN(C)C=O, O. Yields the product CSc1ccc(-c2cnc(OC(C)C3CCN(c4nc(C(C)C)no4)CC3)cn2)c(F)c1. Reaction SMILES: [CH3:17][S:18]([O:19][CH:22]([CH3:23])[CH:24]1[CH2:25][CH2:26][N:27]([c:30]2[n:31][c:32]([CH:35]([CH3:36])[CH3:37])[n:33][o:34]2)[CH2:28][CH2:29]1)(=[O:20])=[O:21].[F:1][c:2]1[c:3](-[c:10]2[n:11][cH:12][c:13]([OH:16])[n:14][cH:15]2)[cH:4][cH:5][c:6]([S:8][CH3:9])[cH:7]1.[K+:38].[K+:39].[O-:40][C:41]([O-:42])=[O:43].[O:45]=[CH:46][N:47]([CH3:48])[CH3:49].[OH2:44]>>[F:1][c:2]1[c:3](-[c:10]2[n:11][cH:12][c:13]([O:16][CH:22]([CH3:23])[CH:24]3[CH2:25][CH2:26][N:27]([c:30]4[n:31][c:32]([CH:35]([CH3:36])[CH3:37])[n:33][o:34]4)[CH2:28][CH2:29]3)[n:14][cH:15]2)[cH:4][cH:5][c:6]([S:8][CH3:9])[cH:7]1. Starting materials: ClC1=C(C=CC=C1Cl)SC[C@@H]([C@H](C)O)N1C=NC(=C1)C(=O)OCC (ethyl 1-{(1R,2S)-1-{[(2,3-dichlorophenyl)thio]methyl}-2-hydroxypropyl}-1H-imidazole-4-carboxylate), [OH-].[NH4+] (ammonium hydroxide), stainless steel. Solvent: COCCOC (1,2-dimethoxyethane). Yields the product ClC1=C(C=CC=C1Cl)SC[C@@H]([C@H](C)O)N1C=NC(=C1)C(=O)N (1-{(1R,2S)-1-{[(2,3-dichlorophenyl)thio]methyl}-2-hydroxypropyl}-1H-imidazole-4-carboxamide). Reaction SMILES: [Cl:1][C:2]1[C:7]([Cl:8])=[CH:6][CH:5]=[CH:4][C:3]=1[S:9][CH2:10][C@H:11]([N:15]1[CH:19]=[C:18]([C:20]([O:22]CC)=O)[N:17]=[CH:16]1)[C@@H:12]([OH:14])[CH3:13].[OH-].[NH4+:26]>COCCOC>[Cl:1][C:2]1[C:7]([Cl:8])=[CH:6][CH:5]=[CH:4][C:3]=1[S:9][CH2:10][C@H:11]([N:15]1[CH:19]=[C:18]([C:20]([NH2:26])=[O:22])[N:17]=[CH:16]1)[C@@H:12]([OH:14])[CH3:13] |f:1.2|. Procedure details: A mixture of ethyl 1-{(1R,2S)-1-{[(2,3-dichlorophenyl)thio]methyl}-2-hydroxypropyl}-1H-imidazole-4-carboxylate (0.17 g), 28% ammonium hydroxide (10 mL) and 1,2-dimethoxyethane (20 mL) was heated at 100° C. in the stainless steel bottle for 24 hours. After cooling, the reaction mixture was concentrated in vacuo and the residue was purified by column chromatography on silica gel (elution; 10:1 chloroform-1% ammonium hydroxide/methanol) to give the product, which was recrystallized from 1:1 n-hexan... Reactants: CC1=NC2=CC(=CC=C2C=C1)O (2-Methylquinolin-7-ol), ClN1C(CCC1=O)=O (1-chloropyrrolidine-2,5-dione). Reagents/catalysts: [Cl-].[Zr+4].[Cl-].[Cl-].[Cl-] (zirconium(IV) chloride). Run in C(Cl)(Cl)Cl (chloroform), C(Cl)Cl (DCM). Conditions: time 24 hour. Product: ClC=1C(=CC=C2C=CC(=NC12)C)O (8-chloro-2-methylquinolin-7-ol). The yield is 54.9%. As a reaction SMILES: [CH3:1][C:2]1[CH:11]=[CH:10][C:9]2[C:4](=[CH:5][C:6]([OH:12])=[CH:7][CH:8]=2)[N:3]=1.[Cl:13]N1C(=O)CCC1=O>C(Cl)Cl.C(Cl)(Cl)Cl.[Cl-].[Zr+4].[Cl-].[Cl-].[Cl-]>[Cl:13][C:5]1[C:6]([OH:12])=[CH:7][CH:8]=[C:9]2[C:4]=1[N:3]=[C:2]([CH3:1])[CH:11]=[CH:10]2 |f:4.5.6.7.8|. Reported procedure: 2-Methylquinolin-7-ol (200 mg, 1.26 mmol) was added to a solution of 1-chloropyrrolidine-2,5-dione (168 mg, 1.26 mmol) and zirconium(IV) chloride (14.6 mg, 0.0628 mmol) in DCM (10 mL) and the reaction was stirred at ambient temperature for 24 hours. The reaction was diluted with chloroform (30 mL) and washed with an aqueous sodium carbonate solution followed by brine. After drying (MgSO4), the solution was filtered and concentrated under reduced pressure and the residue was purified by reverse p...